Dataset: the Open Reaction Database (ORD), a public repository of structured organic reaction records. Task: describe an organic reaction: reactants, conditions, products, and yield Starting materials: CC(C)(C)OC(=O)Cc1ccc(OC(=O)c2ccc3c(c2)C(C)(C)CCC3=O)cc1, ClCCl, O=C(O)C(F)(F)F. The product is CC1(C)CCC(=O)c2ccc(C(=O)Oc3ccc(CC(=O)O)cc3)cc21. RXN SMILES: [C:1]([CH3:2])([CH3:3])([CH3:4])[O:5][C:6](=[O:7])[CH2:8][c:9]1[cH:10][cH:11][c:12]([O:15][C:16](=[O:17])[c:18]2[cH:19][c:20]3[c:25]([cH:26][cH:27]2)[C:24](=[O:28])[CH2:23][CH2:22][C:21]3([CH3:29])[CH3:30])[cH:13][cH:14]1.[Cl:38][CH2:39][Cl:40].[OH:31][C:32]([C:33]([F:34])([F:35])[F:36])=[O:37]>>[O:5]=[C:6]([OH:7])[CH2:8][c:9]1[cH:10][cH:11][c:12]([O:15][C:16](=[O:17])[c:18]2[cH:19][c:20]3[c:25]([cH:26][cH:27]2)[C:24](=[O:28])[CH2:23][CH2:22][C:21]3([CH3:29])[CH3:30])[cH:13][cH:14]1. Starting materials: NC1=C(C(=O)NC)C=C(C=C1F)Br (2-Amino-5-bromo-3-fluoro-N-methyl-benzamide), C(C)(C)N(C(C)C)CC (N,N-diisopropylethylamine), ClC1=NC=C(C(=N1)Cl)Cl (2,4,5-trichloro-pyrimidine), Br (hydrobromide), CN1C(CCC1)=O (N-methylpyrrolidinone). Reaction conditions: temperature 100 celsius, time 5 minute. The product is BrC=1C=C(C(=C(C(=O)NC)C1)NC1=NC(=NC=C1Cl)Cl)F (5-bromo-2-(2,5-dichloro-pyrimidin-4-ylamino)-3-fluoro-N-methyl-benzamide). Yield: 50.0%. Reaction SMILES: [NH2:1][C:2]1[C:11]([F:12])=[CH:10][C:9]([Br:13])=[CH:8][C:3]=1[C:4]([NH:6][CH3:7])=[O:5].Br.CN1CCCC1=O.C(N(CC)C(C)C)(C)C.[Cl:31][C:32]1[N:37]=[C:36](Cl)[C:35]([Cl:39])=[CH:34][N:33]=1>>[Br:13][C:9]1[CH:10]=[C:11]([F:12])[C:2]([NH:1][C:34]2[C:35]([Cl:39])=[CH:36][N:37]=[C:32]([Cl:31])[N:33]=2)=[C:3]([CH:8]=1)[C:4]([NH:6][CH3:7])=[O:5]. Procedure details: 2-Amino-5-bromo-3-fluoro-N-methyl-benzamide; hydrobromide (2.00 g, 6.10 mmol) was placed in N-methylpyrrolidinone (20.0 mL, 207 mmol) and N,N-diisopropylethylamine (3.19 mL, 18.3 mmol) was added. The reaction was stirred for 5 minutes and then 2,4,5-trichloro-pyrimidine (3.50 mL, 30.5 mmol) was added. The reaction was heated at 100° C. for 24 hours and then concentrated under reduced pressure. The residue was taken up in DCM (100 mL) and washed twice with water (100 mL). The organic layer was dr... Starting materials: CO, COC(=O)c1ccc2ccc(-c3ccc(OCc4c(CCc5c(Cl)cccc5Cl)noc4C(C)C)cc3)cc2c1, [Na+], C1CCOC1, [OH-]. The product is CC(C)c1onc(CCc2c(Cl)cccc2Cl)c1COc1ccc(-c2ccc3ccc(C(=O)O)cc3c2)cc1. Reaction SMILES: [CH3:41][OH:42].[Cl:1][c:2]1[c:3]([CH2:9][CH2:10][c:11]2[n:12][o:13][c:14]([CH:38]([CH3:39])[CH3:40])[c:15]2[CH2:16][O:17][c:18]2[cH:19][cH:20][c:21](-[c:24]3[cH:25][cH:26][c:27]4[cH:28][cH:29][c:30]([C:34](=[O:35])[O:36][CH3:37])[cH:31][c:32]4[cH:33]3)[cH:22][cH:23]2)[c:4]([Cl:8])[cH:5][cH:6][cH:7]1.[Na+:44].[O:45]1[CH2:46][CH2:47][CH2:48][CH2:49]1.[OH-:43]>>[Cl:1][c:2]1[c:3]([CH2:9][CH2:10][c:11]2[n:12][o:13][c:14]([CH:38]([CH3:39])[CH3:40])[c:15]2[CH2:16][O:17][c:18]2[cH:19][cH:20][c:21](-[c:24]3[cH:25][cH:26][c:27]4[cH:28][cH:29][c:30]([C:34](=[O:35])[OH:36])[cH:31][c:32]4[cH:33]3)[cH:22][cH:23]2)[c:4]([Cl:8])[cH:5][cH:6][cH:7]1. Reactants: ClC1=NC=C(C(=N1)NCCNC(C)=O)[N+](=O)[O-] (N-(2-(2-chloro-5-nitropyrimidin-4-ylamino)ethyl)acetamide), ClC=1C=C(CN)C=CC1Cl (3,4-dichlorobenzylamine), [O-]S(=O)S(=O)[O-].[Na+].[Na+] (Na2S2O4), C(=O)([O-])[O-].[Na+].[Na+] (Na2CO3), Example 1A, C(C)(C)N(C(C)C)CC (N,N-diisopropylethylamine). Solvent: CCOC(=O)C (EtOAc), C1CCOC1 (THF), O (water), C1CCOC1 (THF). Run at temperature 60 celsius, time 16 hour. Yields the product NC=1C(=NC(=NC1)NCC1=CC(=C(C=C1)Cl)Cl)NCCNC(C)=O (N-{2-[(5-amino-2-{[(3,4-dichlorophenyl)methyl]amino}pyrimidin-4-yl)amino]ethyl}acetamide). Reaction SMILES: Cl[C:2]1[N:7]=[C:6]([NH:8][CH2:9][CH2:10][NH:11][C:12](=[O:14])[CH3:13])[C:5]([N+:15]([O-])=O)=[CH:4][N:3]=1.C(N(CC)C(C)C)(C)C.[Cl:27][C:28]1[CH:29]=[C:30]([CH:33]=[CH:34][C:35]=1[Cl:36])[CH2:31][NH2:32].[O-]S(S([O-])=O)=O.[Na+].[Na+].C([O-])([O-])=O.[Na+].[Na+]>C1COCC1.O.CCOC(C)=O>[NH2:15][C:5]1[C:6]([NH:8][CH2:9][CH2:10][NH:11][C:12](=[O:14])[CH3:13])=[N:7][C:2]([NH:32][CH2:31][C:30]2[CH:33]=[CH:34][C:35]([Cl:36])=[C:28]([Cl:27])[CH:29]=2)=[N:3][CH:4]=1 |f:3.4.5,6.7.8|. Procedure: To a suspension of N-(2-(2-chloro-5-nitropyrimidin-4-ylamino)ethyl)acetamide as prepared in Example 1A (100 mg, 0.39 mmol) in THF (5 mL) was added 80 μL of N,N-diisopropylethylamine followed by of 3,4-dichlorobenzylamine. The mixture was stirred at 60° C. for 16 hours. The mixture was then diluted with 5 mL of THF and a solution of 0.6 g of Na2S2O4 (85% tech. grade, 2.9 mmol) and 0.9 g of Na2CO3 (8.5 mmol) in 10 mL of water was added. The mixture was stirred at 60° C. for 10 h and allowed to coo... RXN SMILES: [CH3:1][N:2]1[CH2:7][CH2:6][N:5]([C:8]2[CH:27]=[CH:26][C:11]([C:12]([NH:14][C:15]3[C:16]4[CH:22]=[C:21]([C:23](O)=[O:24])[S:20][C:17]=4[NH:18][N:19]=3)=[O:13])=[CH:10][CH:9]=2)[CH2:4][CH2:3]1.CCN(C(C)C)C(C)C.C(OC(Cl)=O)C.[CH3:43][C:44]([NH2:52])([C:46]1[CH:51]=[CH:50][CH:49]=[CH:48][CH:47]=1)[CH3:45]>CN(C)C=O.ClCCl>[CH3:43][C:44]([NH:52][C:23]([C:21]1[S:20][C:17]2[NH:18][N:19]=[C:15]([NH:14][C:12](=[O:13])[C:11]3[CH:10]=[CH:9][C:8]([N:5]4[CH2:4][CH2:3][N:2]([CH3:1])[CH2:7][CH2:6]4)=[CH:27][CH:26]=3)[C:16]=2[CH:22]=1)=[O:24])([C:46]1[CH:51]=[CH:50][CH:49]=[CH:48][CH:47]=1)[CH3:45]. Run at time 20 minute. Reactants: ice, C(C)OC(=O)Cl (ethylchloroformate), CC(C)(C1=CC=CC=C1)N (1-methyl-1-phenyl-ethylamine), CN1CCN(CC1)C1=CC=C(C(=O)NC=2C3=C(NN2)SC(=C3)C(=O)O)C=C1 (3-([4-(4-methylpiperazin-1-yl)benzoyl]amino}-1H-thieno[2,3-c]pyrazole-5-carboxylic acid), CCN(C(C)C)C(C)C (N,N′-diisopropylethylamine). Yield: 44.9%. Reported procedure: To an ice-cooled suspension of 3-([4-(4-methylpiperazin-1-yl)benzoyl]amino}-1H-thieno[2,3-c]pyrazole-5-carboxylic acid (113 mg, 0.27 mmol) and N,N′-diisopropylethylamine (2.1 mmol, 0.38 mL) in 3 mL of N,N-dimethylformamide were added, dropwise, 0.154 mL of ethylchloroformate (1.6 mmol). After 20 minutes, 1-methyl-1-phenyl-ethylamine (0.302 mL, 2.1 mmol) was added to the obtained solution and the reaction mixture was allowed to warm to room temperature. After 16 hours, the reaction mixture was di... Yields the product CC(C)(C1=CC=CC=C1)NC(=O)C1=CC2=C(NN=C2NC(C2=CC=C(C=C2)N2CCN(CC2)C)=O)S1 (N-(1-methyl-1-phenylethyl)-3-{[4-(4-methylpiperazin-1-yl)benzoyl]amino}-1H-thieno[2,3-c]pyrazole-5-carboxamide). The solvent is ClCCl (dichloromethane), CN(C=O)C (N,N-dimethylformamide). The reactants are FC1=C(CO)C=CC=C1 (2-fluorobenzyl alcohol), BrC(C(=O)OCC)(C(=O)OCC)CCCC (diethyl 2-bromo-2-butylmalonate). Product: C(CCC)C(C(=O)OCC)(C(=O)OCC)OCC1=C(C=CC=C1)F (Diethyl 2-butyl-2-(2-fluorobenzyloxy)malonate), C(CCC)C(CO)(CO)OCC1=C(C=CC=C1)F (2-butyl-2-(2-fluorobenzyloxy)-1,3-propanediol). Reaction SMILES: [F:1][C:2]1[CH:9]=[CH:8][CH:7]=[CH:6][C:3]=1[CH2:4][OH:5].Br[C:11]([CH2:22][CH2:23][CH2:24][CH3:25])([C:17]([O:19][CH2:20][CH3:21])=[O:18])[C:12]([O:14][CH2:15][CH3:16])=[O:13]>>[CH2:22]([C:11]([O:5][CH2:4][C:3]1[CH:6]=[CH:7][CH:8]=[CH:9][C:2]=1[F:1])([C:17]([O:19][CH2:20][CH3:21])=[O:18])[C:12]([O:14][CH2:15][CH3:16])=[O:13])[CH2:23][CH2:24][CH3:25].[CH2:22]([C:11]([O:5][CH2:4][C:3]1[CH:6]=[CH:7][CH:8]=[CH:9][C:2]=1[F:1])([CH2:17][OH:18])[CH2:12][OH:13])[CH2:23][CH2:24][CH3:25]. Procedure details: Diethyl 2-butyl-2-(2-fluorobenzyloxy)malonate was prepared by reaction of 2-fluorobenzyl alcohol with diethyl 2-bromo-2-butylmalonate and the crude ester was reduced, without purification, with lithium aluminum hydride, all according to the method of Example 31, part A, to give 2-butyl-2-(2-fluorobenzyloxy)-1,3-propanediol, b.p. 140°-150°/0.01 mm, nD25 1.5555, m.p. 66°-67°. Reactants: C([O-])([O-])=O.[K+].[K+] (Potassium carbonate), CC1=CC(=NC(=N1)S)O (6-methyl-2-sulfanylpyrimidin-4-ol), BrCC1=C(N=CN1C)Cl (5-(bromomethyl)-4-chloro-1-methyl-1H-imidazole). The solvent is CN(C)C=O (DMF). Conditions: time 2 hour. The product is ClC=1N=CN(C1CSC1=NC(=CC(=N1)O)C)C (2-{[(4-chloro-1-methyl-1H-imidazol-5-yl)methyl]sulfanyl}-6-methylpyrimidin-4-ol). Reaction SMILES: Br[CH2:2][C:3]1[N:7]([CH3:8])[CH:6]=[N:5][C:4]=1[Cl:9].C(=O)([O-])[O-].[K+].[K+].[CH3:16][C:17]1[N:22]=[C:21]([SH:23])[N:20]=[C:19]([OH:24])[CH:18]=1>CN(C=O)C>[Cl:9][C:4]1[N:5]=[CH:6][N:7]([CH3:8])[C:3]=1[CH2:2][S:23][C:21]1[N:20]=[C:19]([OH:24])[CH:18]=[C:17]([CH3:16])[N:22]=1 |f:1.2.3|. Reported procedure: 5-(bromomethyl)-4-chloro-1-methyl-1H-imidazole was dissolved in DMF (20 mL). Potassium carbonate (3 g) and 6-methyl-2-sulfanylpyrimidin-4-ol (1.4 g, 10 mmol) were added. The new mixture was stirred at room temperature for 2 hours. DMF was removed under vacuum. The crude compound was purified by column chromatography to provide 2-{[(4-chloro-1-methyl-1H-imidazol-5-yl)methyl]sulfanyl}-6-methylpyrimidin-4-ol as the major product (350 mg, 13% overall yield); 1H NMR (400 MHz, DMSO-d6): δ 2.19 (s, 3H)...